Dataset: the Open Reaction Database (ORD), a public repository of structured organic reaction records. Task: describe an organic reaction: reactants, conditions, products, and yield The reactants are OCC=1C=NC=CC1Cl (3-hydroxymethyl-4-chloropyridine), S(=O)(Cl)Cl (Thionyl chloride). Run in CN(C)C=O (DMF), CN(C)C=O (DMF). Conditions: time 45 minute. The product is Cl.ClCC=1C=NC=CC1Cl (3-chloromethyl-4-chloropyridine hydrochloride). Yield: 83.8%. As a reaction SMILES: S(Cl)([Cl:3])=O.O[CH2:6][C:7]1[CH:8]=[N:9][CH:10]=[CH:11][C:12]=1[Cl:13]>CN(C=O)C>[ClH:3].[Cl:3][CH2:6][C:7]1[CH:8]=[N:9][CH:10]=[CH:11][C:12]=1[Cl:13] |f:3.4|. Reported procedure: Thionyl chloride (0.714 mL, 9.78 mmol) was added at room temperature to dry DMF (7 mL). After 30 min the above solution was cannulated into the solution of 3-hydroxymethyl-4-chloropyridine (700 mg, 4.89 mmol) in DMF (3 mL). After 45 min, the product was precipitated by addition of dry ether (100 ml), washed with ether, and dried in vacuum to yield 813 mg (84%) of the title compound. 1H NMR (CD3OD) δ 5.00 (s, 2H), 8.31 (d, 1H, J=S), 8.99 (d, 1H, J=5), 9.18 (s, 1H).